This data is from the Open Reaction Database (ORD), a public repository of structured organic reaction records. The task is: describe an organic reaction: reactants, conditions, products, and yield The reactants are BrC1=CC(=C(C=C1)S(=O)(=O)Cl)Cl (4-bromo-2-chlorobenzenesulfonyl chloride). Solvent: C1=CC=CC=C1 (benzene). Product: BrC1=CC(=C(C=C1)S(=O)(=O)C1=CC=CC=C1)Cl (4-bromo-2-chloro-1-(phenylsulfonyl)benzene). RXN SMILES: [Br:1][C:2]1[CH:7]=[CH:6][C:5]([S:8](Cl)(=[O:10])=[O:9])=[C:4]([Cl:12])[CH:3]=1>C1C=CC=CC=1>[Br:1][C:2]1[CH:7]=[CH:6][C:5]([S:8]([C:2]2[CH:7]=[CH:6][CH:5]=[CH:4][CH:3]=2)(=[O:10])=[O:9])=[C:4]([Cl:12])[CH:3]=1. Procedure: The sub-title compound was prepared by the method of example 9 step (i) using 4-bromo-2-chlorobenzenesulfonyl chloride and benzene. The reactants are O=C1C2=C(SC3=C(C1)C=CC=C3)C=C(C=C2)C(C(=O)OCC)C (ethyl 2-(10,11-dihydro-11-oxo dibenzo [b,f]-thiepin-3-yl)-propionate), zinc amalgam, Cl (hydrochloric acid), O (water). Run in C1(=CC=CC=C1)C (toluene). The product is C1=CC(=CC=2SC3=C(CCC21)C=CC=C3)C(C(=O)OCC)C (ethyl 2-(10,11-dihydro dibenzo[b,f]thiepin-3-yl)-propionate). The yield is 15.8%. As a reaction SMILES: O=[C:2]1[CH2:8][C:7]2[CH:9]=[CH:10][CH:11]=[CH:12][C:6]=2[S:5][C:4]2[CH:13]=[C:14]([CH:17]([CH3:23])[C:18]([O:20][CH2:21][CH3:22])=[O:19])[CH:15]=[CH:16][C:3]1=2.Cl.O>C1(C)C=CC=CC=1>[CH:16]1[C:3]2[CH2:2][CH2:8][C:7]3[CH:9]=[CH:10][CH:11]=[CH:12][C:6]=3[S:5][C:4]=2[CH:13]=[C:14]([CH:17]([CH3:23])[C:18]([O:20][CH2:21][CH3:22])=[O:19])[CH:15]=1. Procedure details: To 172 mg of ethyl 2-(10,11-dihydro-11-oxo dibenzo [b,f]-thiepin-3-yl)-propionate in 1 ml of toluene were added a small amount of zinc-amalgam, 0.5 ml of conc. hydrochloric acid and 0.4 ml of water and the mixture was refluxed for 4 hours. After cooling, the mixture was filtered and the filtrate was extracted with benezene. The extract was washed with saturated sodium chloride solution and dried over anhydrous sodium sulfate. The solvent was distilled off to obtain yellow oil, which was subjecte... The reactants are C(C1=CC=CC=C1)(=O)O (benzoic acid), FC(C(CNC1=C2C=NN(C2=CC=C1)C1=CC=CC=C1)(O)CNCCC)(F)F (1,1,1-trifluoro-3-[(1-phenyl-1H-indazol-4-yl)amino]-2-[(propylamino)methyl]-2-propanol). The product is C(CC)N(C(C1=CC=CC=C1)=O)CC(C(F)(F)F)(CNC1=C2C=NN(C2=CC=C1)C1=CC=CC=C1)O (N-Propyl-N-(3,3,3-trifluoro-2-hydroxy-2-{[(1-phenyl-1H-indazol-4-yl)amino]methyl}propyl)benzamide). Reaction SMILES: [C:1]([OH:9])(=O)[C:2]1[CH:7]=[CH:6][CH:5]=[CH:4][CH:3]=1.[F:10][C:11]([F:37])([F:36])[C:12]([CH2:31][NH:32][CH2:33][CH2:34][CH3:35])([OH:30])[CH2:13][NH:14][C:15]1[CH:23]=[CH:22][CH:21]=[C:20]2[C:16]=1[CH:17]=[N:18][N:19]2[C:24]1[CH:29]=[CH:28][CH:27]=[CH:26][CH:25]=1>>[CH2:33]([N:32]([CH2:31][C:12]([OH:30])([CH2:13][NH:14][C:15]1[CH:23]=[CH:22][CH:21]=[C:20]2[C:16]=1[CH:17]=[N:18][N:19]2[C:24]1[CH:29]=[CH:28][CH:27]=[CH:26][CH:25]=1)[C:11]([F:37])([F:36])[F:10])[C:1](=[O:9])[C:2]1[CH:3]=[CH:4][CH:5]=[CH:6][CH:7]=1)[CH2:34][CH3:35]. Procedure details: Prepared similarly to Example 1 from benzoic acid and 1,1,1-trifluoro-3-[(1-phenyl-1H-indazol-4-yl)amino]-2-[(propylamino)methyl]-2-propanol.